This data is from the Open Reaction Database (ORD), a public repository of structured organic reaction records. The task is: describe an organic reaction: reactants, conditions, products, and yield Reactants: aldehyde, C(C)(=O)OC1=CC=C(C(=O)Cl)C=C1 (4-Acetoxybenzoyl chloride), [Mn](=O)(=O)([O-])[O-].[K+].[K+] (potassium manganate), C6H12O6, OC1=CC=C(C=O)C=C1 (4-hydroxybenzaldehyde), C(C)(=O)OC1=CC=C(C(=O)OC2=CC=C(C=C2)C=O)C=C1 ((4-formyl)phenyl 4-acetoxybenzoate), Cl (hydrochloric acid). Run in C(C)(=O)O (acetic acid), C(C)(=O)OCC (ethyl acetate), C(C)C(=O)C (methyl ethyl ketone), C(C)(=O)OCC (ethyl acetate). Run at temperature 50 celsius. Yields the product C(C)(=O)OC1=CC=C(C(=O)OC2=CC=C(C(=O)O)C=C2)C=C1 (4-(4-acetoxybenzoyloxy)benzoic acid). The yield is 89.0%. Reaction SMILES: [C:1]([O:4][C:5]1[CH:13]=[CH:12][C:8]([C:9](Cl)=[O:10])=[CH:7][CH:6]=1)(=[O:3])[CH3:2].OC1C=CC(C=O)=CC=1.C([O:26][C:27]1[CH:43]=[CH:42][C:30]([C:31]([O:33]C2C=CC(C=O)=CC=2)=[O:32])=[CH:29][CH:28]=1)(=O)C.[Mn]([O-])([O-])(=O)=O.[K+].[K+].Cl>C(O)(=O)C.C(OCC)(=O)C.C(C(C)=O)C>[C:1]([O:4][C:5]1[CH:13]=[CH:12][C:8]([C:9]([O:26][C:27]2[CH:43]=[CH:42][C:30]([C:31]([OH:33])=[O:32])=[CH:29][CH:28]=2)=[O:10])=[CH:7][CH:6]=1)(=[O:3])[CH3:2] |f:3.4.5|. Reported procedure: 4-Acetoxybenzoyl chloride and 4-hydroxybenzaldehyde were used to prepare (4-formyl)phenyl 4-acetoxybenzoate, m.p. 98-100° C., in 45% yield. 18 g (0.063 mol) of this aldehyde were dissolved in 180 ml of glacial acetic acid, 9.5 g of potassium manganate and 180 ml of methyl ethyl ketone were added, and the mixture was heated to 50° C. with stirring. After 8 hours of stirring it was acidified with hydrochloric acid, 250 ml of ethyl acetate were added, and the phases were worked up. The concentrated... Starting materials: O=C([O-])[O-], CC(C)(C)c1ncc(O)cn1, CC#N, [H][H], [K+], [K+], CCOP(=S)(Cl)OCC. Product: CCOP(=S)(OCC)Oc1cnc(C(C)(C)C)nc1. RXN SMILES: [C:12](=[O:13])([O-:14])[O-:15].[CH3:1][C:2]([CH3:3])([CH3:4])[c:5]1[n:6][cH:7][c:8]([OH:11])[cH:9][n:10]1.[CH3:29][C:30]#[N:31].[H:27][H:28].[K+:16].[K+:17].[P:18]([O:19][CH2:20][CH3:21])([O:22][CH2:23][CH3:24])([Cl:25])=[S:26]>>[CH3:1][C:2]([CH3:3])([CH3:4])[c:5]1[n:6][cH:7][c:8]([O:11][P:18]([O:19][CH2:20][CH3:21])([O:22][CH2:23][CH3:24])=[S:26])[cH:9][n:10]1. Reactants: ClCCCl, CCN(C(C)C)C(C)C, Cl, Cl, Nc1ccc(C(=O)O)cc1I, NC1CN2CCC1CC2, CN(C)C=O, O, On1nnc2ccccc21. The product is Nc1ccc(C(=O)NC2CN3CCC2CC3)cc1I. As a reaction SMILES: [CH2:33]([Cl:34])[CH2:35][Cl:36].[CH:37]([N:38]([CH2:39][CH3:40])[CH:41]([CH3:42])[CH3:43])([CH3:44])[CH3:45].[ClH:1].[ClH:2].[NH2:12][c:13]1[c:14]([I:22])[cH:15][c:16]([C:17](=[O:18])[OH:19])[cH:20][cH:21]1.[NH2:3][CH:4]1[CH2:5][N:6]2[CH2:7][CH2:8][CH:9]1[CH2:10][CH2:11]2.[O:46]=[CH:47][N:48]([CH3:49])[CH3:50].[OH2:51].[OH:23][n:24]1[c:25]2[c:26]([cH:27][cH:28][cH:29][cH:30]2)[n:31][n:32]1>>[NH:3]([CH:4]1[CH2:5][N:6]2[CH2:7][CH2:8][CH:9]1[CH2:10][CH2:11]2)[C:17]([c:16]1[cH:15][c:14]([I:22])[c:13]([NH2:12])[cH:21][cH:20]1)=[O:18]. The reactants are Cn1nnc2ccc([N+](=O)[O-])cc21, Cl, Cl[Sn]Cl. Yields the product Cn1nnc2ccc(N)cc21. Reaction SMILES: [CH3:1][n:2]1[n:3][n:4][c:5]2[c:6]1[cH:7][c:8]([N+:11]([O-:12])=[O:13])[cH:9][cH:10]2.[ClH:17].[Sn:14]([Cl:15])[Cl:16]>>[CH3:1][n:2]1[n:3][n:4][c:5]2[c:6]1[cH:7][c:8]([NH2:11])[cH:9][cH:10]2. The reactants are BrC=1C(=C2C(=NC1)NC=C2)N2CCN(CC2)C([C@H](CN(C(OC(C)(C)C)=O)C(C)C)C2=CC=C(C=C2)Cl)=O ((S)-tert-Butyl 3-(4-(5-bromo-1H-pyrrolo[2,3-b]pyridin-4-yl)piperazin-1-yl)-2-(4-chlorophenyl)-3-oxopropyl(isopropyl)carbamate), COC=1C=C(C=CC1OC)B(O)O (3,4-dimethoxyphenylboronic acid), C(=O)([O-])[O-].[K+].[K+] (K2CO3). The reagents and catalysts are C=1C=CC(=CC1)[P](C=2C=CC=CC2)(C=3C=CC=CC3)[Pd]([P](C=4C=CC=CC4)(C=5C=CC=CC5)C=6C=CC=CC6)([P](C=7C=CC=CC7)(C=8C=CC=CC8)C=9C=CC=CC9)[P](C=1C=CC=CC1)(C=1C=CC=CC1)C=1C=CC=CC1 (Pd(PPh3)4). Conditions: temperature 80 celsius. The product is ClC1=CC=C(C=C1)[C@@H](CN(C(OC(C)(C)C)=O)C(C)C)C(=O)N1CCN(CC1)C1=C2C(=NC=C1C1=CC(=C(C=C1)OC)OC)NC=C2 ((S)-tert-butyl 2-(4-chlorophenyl)-3-(4-(5-(3,4-dimethoxyphenyl)-1H-pyrrolo[2,3-b]pyridin-4-yl)piperazin-1-yl)-3-oxopropyl(isopropyl)carbamate). Yield: 18.3%. Reaction SMILES: Br[C:2]1[C:3]([N:11]2[CH2:16][CH2:15][N:14]([C:17](=[O:38])[C@@H:18]([C:31]3[CH:36]=[CH:35][C:34]([Cl:37])=[CH:33][CH:32]=3)[CH2:19][N:20]([CH:28]([CH3:30])[CH3:29])[C:21](=[O:27])[O:22][C:23]([CH3:26])([CH3:25])[CH3:24])[CH2:13][CH2:12]2)=[C:4]2[CH:10]=[CH:9][NH:8][C:5]2=[N:6][CH:7]=1.[CH3:39][O:40][C:41]1[CH:42]=[C:43](B(O)O)[CH:44]=[CH:45][C:46]=1[O:47][CH3:48].C([O-])([O-])=O.[K+].[K+]>C1C=CC([P]([Pd]([P](C2C=CC=CC=2)(C2C=CC=CC=2)C2C=CC=CC=2)([P](C2C=CC=CC=2)(C2C=CC=CC=2)C2C=CC=CC=2)[P](C2C=CC=CC=2)(C2C=CC=CC=2)C2C=CC=CC=2)(C2C=CC=CC=2)C2C=CC=CC=2)=CC=1>[Cl:37][C:34]1[CH:33]=[CH:32][C:31]([C@H:18]([C:17]([N:14]2[CH2:13][CH2:12][N:11]([C:3]3[C:2]([C:44]4[CH:43]=[CH:42][C:41]([O:40][CH3:39])=[C:46]([O:47][CH3:48])[CH:45]=4)=[CH:7][N:6]=[C:5]4[NH:8][CH:9]=[CH:10][C:4]=34)[CH2:16][CH2:15]2)=[O:38])[CH2:19][N:20]([CH:28]([CH3:29])[CH3:30])[C:21](=[O:27])[O:22][C:23]([CH3:24])([CH3:25])[CH3:26])=[CH:36][CH:35]=1 |f:2.3.4,^1:61,63,82,101|. Reported procedure: (S)-tert-Butyl 3-(4-(5-bromo-1H-pyrrolo[2,3-b]pyridin-4-yl)piperazin-1-yl)-2-(4-chlorophenyl)-3-oxopropyl(isopropyl)carbamate (0.100 g, 0.165 mmol, see Example 4), 3,4-dimethoxyphenylboronic acid (0.0361 g, 0.198 mmol), Pd(PPh3)4 (0.009 g, 0.0083 mmol) and 10% K2CO3 (aq., 0.344 mL, 0.248 mmol) were added to an Ar degassed solution of 2:1 toluene:EtOH (3 mL). The reaction was then heated to 80° C. for 24 hours. The reaction was then cooled to room temperature, diluted with water, and extracted wi... Reaction SMILES: [CH3:38][N:39]([CH3:40])[CH:41]=[O:42].[F:19][C:20]([F:21])([F:22])[S:23]([O:24][CH2:25][C:26]([C:27]([C:28]([F:29])([F:30])[F:31])([F:32])[F:33])([F:34])[F:35])(=[O:36])=[O:37].[F:1][C:2]([c:3]1[cH:4][cH:5][c:6]([CH2:7][CH:8]([C:9]#[N:10])[C:11]#[N:12])[cH:13][cH:14]1)([F:15])[F:16].[H-:17].[Na+:18]>>[F:1][C:2]([c:3]1[cH:4][cH:5][c:6]([CH2:7][C:8]([C:9]#[N:10])([C:11]#[N:12])[CH2:25][C:26]([C:27]([C:28]([F:29])([F:30])[F:31])([F:32])[F:33])([F:34])[F:35])[cH:13][cH:14]1)([F:15])[F:16]. The product is N#CC(C#N)(Cc1ccc(C(F)(F)F)cc1)CC(F)(F)C(F)(F)C(F)(F)F. Reactants: CN(C)C=O, O=S(=O)(OCC(F)(F)C(F)(F)C(F)(F)F)C(F)(F)F, N#CC(C#N)Cc1ccc(C(F)(F)F)cc1, [H-], [Na+]. Starting materials: Cc1cc(Br)cc(Br)c1, ClC(Cl)(Cl)Cl, ClCCl, CC(C)(C#N)N=NC(C)(C)C#N, O=C1CCC(=O)N1Br. Product: BrCc1cc(Br)cc(Br)c1. As a reaction SMILES: [Br:1][c:2]1[cH:3][c:4]([CH3:9])[cH:5][c:6]([Br:8])[cH:7]1.[C:33]([Cl:34])([Cl:35])([Cl:36])[Cl:37].[Cl:30][CH2:31][Cl:32].[N:18]#[C:19][C:20]([N:21]=[N:22][C:23]([C:24]#[N:25])([CH3:26])[CH3:27])([CH3:28])[CH3:29].[O:10]=[C:11]1[N:12]([Br:17])[C:13](=[O:14])[CH2:15][CH2:16]1>>[Br:1][c:2]1[cH:3][c:4]([CH2:9][Br:17])[cH:5][c:6]([Br:8])[cH:7]1. Reactants: CC#N, OCC#CCOc1cc(-c2cccc(F)c2F)ncn1, CN1CCN(C)C1(F)F, O. The product is FCC#CCOc1cc(-c2cccc(F)c2F)ncn1. Reaction SMILES: [CH3:31][C:32]#[N:33].[F:1][c:2]1[c:3](-[c:9]2[n:10][cH:11][n:12][c:13]([O:15][CH2:16][C:17]#[C:18][CH2:19][OH:20])[cH:14]2)[cH:4][cH:5][cH:6][c:7]1[F:8].[F:21][C:22]1([F:23])[N:24]([CH3:25])[CH2:26][CH2:27][N:28]1[CH3:29].[OH2:30]>>[F:1][c:2]1[c:3](-[c:9]2[n:10][cH:11][n:12][c:13]([O:15][CH2:16][C:17]#[C:18][CH2:19][F:21])[cH:14]2)[cH:4][cH:5][cH:6][c:7]1[F:8]. The reactants are C1(CC1)C=1C(=NC=C(C1)C1CC1)N1CCN(CC1)C(=O)C=1C=NC(=CC1C)F ([4-(3,5-dicyclopropylpyridin-2-yl)piperazin-1-yl](6-fluoro-4-methylpyridin-3-yl)methanone), NC1=CC(=C(C=N1)C(=O)N1CCN(CC1)C1=NC=C(C=C1C1CC1)C1CC1)C ((6-amino-4-methylpyridin-3-yl)[4-(3,5-dicyclopropylpyridin-2-yl)piperazin-1-yl]methanone), COC1=CC=C(CN)C=C1 (4-methoxybenzylamine), ClCCCS(=O)(=O)Cl (3-chloropropane-1-sulfonyl chloride). Yields the product C1(CC1)C=1C(=NC=C(C1)C1CC1)N1CCN(CC1)C(=O)C=1C=NC(=CC1C)N1S(CCC1)(=O)=O ([4-(3,5-dicyclopropylpyridin-2-yl)piperazin-1-yl][6-(1,1-dioxo-1λ6-isothiazolidin-2-yl)-4-methylpyridin-3-yl]methanone). As a reaction SMILES: C1(C2C(N3CCN(C(C4C=NC(F)=CC=4C)=O)CC3)=NC=C(C3CC3)C=2)CC1.COC1C=CC(CN)=CC=1.Cl[CH2:40][CH2:41][CH2:42][S:43](Cl)(=[O:45])=[O:44].[NH2:47][C:48]1[N:53]=[CH:52][C:51]([C:54]([N:56]2[CH2:61][CH2:60][N:59]([C:62]3[C:67]([CH:68]4[CH2:70][CH2:69]4)=[CH:66][C:65]([CH:71]4[CH2:73][CH2:72]4)=[CH:64][N:63]=3)[CH2:58][CH2:57]2)=[O:55])=[C:50]([CH3:74])[CH:49]=1>>[CH:68]1([C:67]2[C:62]([N:59]3[CH2:58][CH2:57][N:56]([C:54]([C:51]4[CH:52]=[N:53][C:48]([N:47]5[CH2:40][CH2:41][CH2:42][S:43]5(=[O:45])=[O:44])=[CH:49][C:50]=4[CH3:74])=[O:55])[CH2:61][CH2:60]3)=[N:63][CH:64]=[C:65]([CH:71]3[CH2:73][CH2:72]3)[CH:66]=2)[CH2:69][CH2:70]1. Procedure: Using [4-(3,5-dicyclopropylpyridin-2-yl)piperazin-1-yl](6-fluoro-4-methylpyridin-3-yl)methanone (410 mg) described in Preparation Example 178, 4-methoxybenzylamine (2 mL) and 3-chloropropane-1-sulfonyl chloride (0.24 mL) and by the reaction and treatment in the same manner as in Example 229, the title compound (295 mg) was obtained via (6-amino-4-methylpyridin-3-yl)[4-(3,5-dicyclopropylpyridin-2-yl)piperazin-1-yl]methanone. Run at time 6 hour. Product: C(C1=CC=CC=C1)OCC(C=O)(C=O)CC (2-Benzyloxymethyl-2-ethyl-propandial). Procedure: 2-Benzyloxymethyl-2-hydroxymethyl-butan-1ol (9.7 g.) was added to a stirred suspension of pyridinium chlorochromate (9.7 g.) and anhydrous sodium acetate (2.0 g.) in dry dichloromethane (200 ml.) at 0°, under a current of nitrogen. The mixture was stirred at room temperature for six hours. The mixture was diluted with dry ether (200 ml.) and the organic solution was decanted off. The oily residue was treated with ether and the combined extracts were evaporated in vacuo. The residue was purified ... Reactants: C(C1=CC=CC=C1)OCC(CO)(CC)CO (2-Benzyloxymethyl-2-hydroxymethyl-butan-1ol), [Cr](=O)(=O)([O-])Cl.[NH+]1=CC=CC=C1 (pyridinium chlorochromate), C(C)(=O)[O-].[Na+] (sodium acetate). RXN SMILES: [CH2:1]([O:8][CH2:9][C:10]([CH2:15][OH:16])([CH2:13][CH3:14])[CH2:11][OH:12])[C:2]1[CH:7]=[CH:6][CH:5]=[CH:4][CH:3]=1.[Cr](Cl)([O-])(=O)=O.[NH+]1C=CC=CC=1.C([O-])(=O)C.[Na+]>ClCCl.CCOCC>[CH2:1]([O:8][CH2:9][C:10]([CH2:13][CH3:14])([CH:15]=[O:16])[CH:11]=[O:12])[C:2]1[CH:7]=[CH:6][CH:5]=[CH:4][CH:3]=1 |f:1.2,3.4|. The solvent is ClCCl (dichloromethane), CCOCC (ether).